This data is from the Open Reaction Database (ORD), a public repository of structured organic reaction records. The task is: describe an organic reaction: reactants, conditions, products, and yield The reactants are C(C1=CC=CC=C1)OC1=CC(N(C=C1)CCC1=CC=C(S1)C(=O)O)=O (5-[2-(4-Benzyloxy-2-oxo-2H-pyridin-1-yl)-ethyl]-thiophene-2-carboxylic Acid), C1=CN(C=N1)C(=O)N2C=CN=C2 (CDI), C(=O)([O-])[O-].[Na+].[Na+] (Na2CO3), [BH4-].[Na+] (sodium borohydride). Run in C1CCOC1 (THF), [K].S(=O)(=O)(O)[O-] (potassium hydrogen-sulfate), O (water). Reaction conditions: temperature 50 celsius, time 30 minute. Yields the product C(C1=CC=CC=C1)OC1=CC(N(C=C1)CCC=1SC(=CC1)CO)=O (4-Benzyloxy-1-[2-(5-hydroxymethyl-thiophen-2-yl)-ethyl]-1H-pyridin-2-one). RXN SMILES: [CH2:1]([O:8][C:9]1[CH:14]=[CH:13][N:12]([CH2:15][CH2:16][C:17]2[S:21][C:20]([C:22](O)=[O:23])=[CH:19][CH:18]=2)[C:11](=[O:25])[CH:10]=1)[C:2]1[CH:7]=[CH:6][CH:5]=[CH:4][CH:3]=1.C1N=CN(C(N2C=NC=C2)=O)C=1.[BH4-].[Na+].C([O-])([O-])=O.[Na+].[Na+]>C1COCC1.O.[K].S([O-])(O)(=O)=O>[CH2:1]([O:8][C:9]1[CH:14]=[CH:13][N:12]([CH2:15][CH2:16][C:17]2[S:21][C:20]([CH2:22][OH:23])=[CH:19][CH:18]=2)[C:11](=[O:25])[CH:10]=1)[C:2]1[CH:7]=[CH:6][CH:5]=[CH:4][CH:3]=1 |f:2.3,4.5.6,9.10,^1:51|. Procedure details: To 530 mg (1.49 mmol) 5-[2-(4-benzyloxy-2-oxo-2H-pyridin-1-yl)-ethyl]-thiophene-2-carboxylic acid (preparation 11c) in 15 mL THF is added at RT 266 mg (1.64 mmol) CDI. The reaction mixture is stirred 30 min at 50° C. and is then poured into a solution of 169 mg (4.47 mmol) sodium borohydride in 40 mL water. The mixture is stirred 1 h at RT, diluted with saturated aqueous potassium-hydrogen-sulfate-solution and stirred for another 20 min. The mixture is neutralized with saturated aqueous Na2CO3-s...